From a dataset of the Open Reaction Database (ORD), a public repository of structured organic reaction records. describe an organic reaction: reactants, conditions, products, and yield Reactants: CC1=CC(=NC=C1)CCCCC (4-methyl-2-pentyl-pyridine), C(CCCCC)[Mg]Br (hexyl magnesium bromide). Product: CC1=CC(=NC=C1)CCCCCC (4-methyl-2-hexyl-pyridine). RXN SMILES: [CH3:1][C:2]1[CH:7]=[CH:6][N:5]=[C:4]([CH2:8][CH2:9][CH2:10][CH2:11][CH3:12])[CH:3]=1.[CH2:13]([Mg]Br)CCCCC>>[CH3:1][C:2]1[CH:7]=[CH:6][N:5]=[C:4]([CH2:8][CH2:9][CH2:10][CH2:11][CH2:12][CH3:13])[CH:3]=1. Reported procedure: This compound was obtained using the same experimental procedure as per 4-methyl-2-pentyl-pyridine (see above), using hexyl magnesium bromide instead of pentyl magnesium bromide. The product was obtained with similar yield and purified in the same way. Starting materials: FS(=O)(=O)C1=C(N)C(=CC(=C1)Br)Br (2-fluorosulfonyl-4,6-dibromoaniline), C[Li] (methyllithium). The solvent is CCOCC (ether), CCOCC (ether). Reaction conditions: temperature 0 celsius. Product: BrC1=C(N)C(=CC(=C1)Br)S(=O)(=O)C (2,4-dibromo-6-(methylsulfonyl)aniline). As a reaction SMILES: F[S:2]([C:5]1[CH:11]=[C:10]([Br:12])[CH:9]=[C:8]([Br:13])[C:6]=1[NH2:7])(=[O:4])=[O:3].[CH3:14][Li]>CCOCC>[Br:13][C:8]1[CH:9]=[C:10]([Br:12])[CH:11]=[C:5]([S:2]([CH3:14])(=[O:4])=[O:3])[C:6]=1[NH2:7]. Reported procedure: A solution of 2-fluorosulfonyl-4,6-dibromoaniline (7.19 g; 0.0216 mol) in ether (100 ml) is cooled to -65° C. under a nitrogen atmosphere and a solution of methyllithium in ether (37.5 ml of 1.8 M; 0.0675 mol) is added via a syringe. The mixture is allowed to warm to 0° C., the solution is poured into ice, and the ether layer is separated. The aqueous layer is extracted with ether (3×100 ml) and the ether layers are combined. The solvent is removed under reduced pressure and the residue crystall... Reactants: base, C(\C=C\C(=O)O)(=O)O (fumaric acid). Run in C(C)O (ethanol), C(C)O (ethanol). Product: C(\C=C\C(=O)[O-])(=O)[O-] (Fumarate), C(C)O (ethanol). Yield: 68.3%. As a reaction SMILES: [C:1]([OH:8])(=[O:7])/[CH:2]=[CH:3]/[C:4]([OH:6])=[O:5]>C(O)C>[C:1]([O-:8])(=[O:7])/[CH:2]=[CH:3]/[C:4]([O-:6])=[O:5].[CH2:4]([OH:5])[CH3:3]. Procedure: Fumarate is prepared from 6.3 g (0.0158 mol) of base in 100 ml of ethanol and 1.83 g (0.0158 mol) of fumaric acid in 180 ml of ethanol. The clear solution obtained is concentrated almost completely, ethyl acetate is added and the mixture is triturated. A white solid is obtained, which product is recrystallised in ethanol (68.3% yield). Reactants: FC(OC1=C(CN)C=CC=C1)(F)F (2-(Trifluoromethoxy)benzylamine), C[Al](C)C (trimethylaluminium), C(C)(C)(C)OC(=O)N(CCN1CCC(CC1)N1N=C(C=C1C(=O)OCC)C(F)(F)F)C (ethyl 1-(1-(2-(tert-butoxycarbonyl(methyl)amino)ethyl)piperidin-4-yl)-3-(trifluoromethyl)-1H-pyrazole-5-carboxylate), C(=O)(O)[O-].[Na+] (NaHCO3). The solvent is C1(=CC=CC=C1)C (toluene), C1(=CC=CC=C1)C (toluene). Run at temperature 0 celsius, time 5 minute. Yields the product CN(C(OC(C)(C)C)=O)CCN1CCC(CC1)N1N=C(C=C1C(NCC1=C(C=CC=C1)OC(F)(F)F)=O)C(F)(F)F (tert-butyl methyl(2-(4-(5-(2-(trifluoromethoxy)benzylcarbamoyl)-3-(trifluoromethyl)-1H-pyrazol-1-yl)piperidin-1-yl)ethyl)carbamate). As a reaction SMILES: [F:1][C:2]([F:13])([F:12])[O:3][C:4]1[CH:11]=[CH:10][CH:9]=[CH:8][C:5]=1[CH2:6][NH2:7].C[Al](C)C.[C:18]([O:22][C:23]([N:25]([CH3:48])[CH2:26][CH2:27][N:28]1[CH2:33][CH2:32][CH:31]([N:34]2[C:38]([C:39](OCC)=[O:40])=[CH:37][C:36]([C:44]([F:47])([F:46])[F:45])=[N:35]2)[CH2:30][CH2:29]1)=[O:24])([CH3:21])([CH3:20])[CH3:19].C([O-])(O)=O.[Na+]>C1(C)C=CC=CC=1>[CH3:48][N:25]([CH2:26][CH2:27][N:28]1[CH2:33][CH2:32][CH:31]([N:34]2[C:38]([C:39](=[O:40])[NH:7][CH2:6][C:5]3[CH:8]=[CH:9][CH:10]=[CH:11][C:4]=3[O:3][C:2]([F:12])([F:13])[F:1])=[CH:37][C:36]([C:44]([F:45])([F:47])[F:46])=[N:35]2)[CH2:30][CH2:29]1)[C:23](=[O:24])[O:22][C:18]([CH3:21])([CH3:19])[CH3:20] |f:3.4|. Procedure details: To a stirred solution of 2-(Trifluoromethoxy)benzylamine (58.6 mg, 0.307 mmol) in toluene (1.239 mL) at 0° C. was added trimethylaluminium (2M in toluene, 0.557 mL, 1.115 mmol) dropwise. The mixture was stirred for 5 min at 0° C., then a solution of 95 (125 mg, 0.279 mmol) in toluene (0.620 mL) was added dropwise. The mixture was stirred at room temperature for 1 h, then at 55° C. for 1 h, and at 95° C. for 1.5 h till the reaction was complete. Saturated NaHCO3 was added to the reaction mixture ... Starting materials: FC=1C=CC2=C(CNS(N2C2=C(C=CC=C2)F)(=O)=O)C1 (6-fluoro-1-(2-fluorophenyl)-3,4-dihydro-1H-2,1,3-benzothiadiazine 2,2-dioxide), C([O-])([O-])=O.[K+].[K+] (potassium carbonate), BrCC[C@H]1CO1 ((S)-(−)-4-Bromo-1,2-epoxybutane). Run in CC(=O)C (acetone), C(C)OCC (ethyl ether). Run at temperature 45 celsius, time 14 hour. The product is FC=1C=CC2=C(CN(S(N2C2=C(C=CC=C2)F)(=O)=O)CC[C@@H]2OC2)C1 (6-fluoro-1-(2-fluorophenyl)-3-{2-[(2S)-oxiran-2-yl]ethyl}-3,4-dihydro-1H-2,1,3-benzothiadiazine 2,2-dioxide). The yield is 160.0%. As a reaction SMILES: [F:1][C:2]1[CH:3]=[CH:4][C:5]2[N:10]([C:11]3[CH:16]=[CH:15][CH:14]=[CH:13][C:12]=3[F:17])[S:9](=[O:19])(=[O:18])[NH:8][CH2:7][C:6]=2[CH:20]=1.C(=O)([O-])[O-].[K+].[K+].Br[CH2:28][CH2:29][C@@H:30]1[O:32][CH2:31]1>CC(C)=O.C(OCC)C>[F:1][C:2]1[CH:3]=[CH:4][C:5]2[N:10]([C:11]3[CH:16]=[CH:15][CH:14]=[CH:13][C:12]=3[F:17])[S:9](=[O:19])(=[O:18])[N:8]([CH2:28][CH2:29][C@H:30]3[CH2:31][O:32]3)[CH2:7][C:6]=2[CH:20]=1 |f:1.2.3|. Procedure: A solution 6-fluoro-1-(2-fluorophenyl)-3,4-dihydro-1H-2,1,3-benzothiadiazine 2,2-dioxide (0.13 g, 0.29 mmol) in acetone (3 mL) was treated with potassium carbonate (0.11 g, 0.81 mmol), (S)-(−)-4-Bromo-1,2-epoxybutane (0.14 mL, 1.41 mmol) and was heated to 45° C. for two h then at room temperature for 14 h. The reaction mixture was diluted with ethyl ether (40 mL) and washed with sat. sodium bicarbonate (2×20 mL), the organic layer was isolated, dried with MgSO4 and evaporated. The crude reaction... The reactants are C12CN(CC2O1)C(=O)OCC1=CC=CC=C1 (benzyl 6-oxa-3-azabicyclo[3.1.0]hexane-3-carboxylate), [N-]=[N+]=[N-].[Na+] (sodium azide). Run in CN(C)C=O (DMF), CC(=O)C (acetone), O (water), O (water), CCOCC (ether). Reaction conditions: temperature 80 celsius, time 24 hour. The product is N(=[N+]=[N-])C1CN(CC1O)C(=O)OCC1=CC=CC=C1 ((±)-benzyl 3-azido-4-hydroxypyrrolidine-1-carboxylate). Yield: 65.9%. Reaction SMILES: [CH:1]12[O:6][CH:5]1[CH2:4][N:3]([C:7]([O:9][CH2:10][C:11]1[CH:16]=[CH:15][CH:14]=[CH:13][CH:12]=1)=[O:8])[CH2:2]2.[N-:17]=[N+:18]=[N-:19].[Na+]>CN(C=O)C.CC(C)=O.O.CCOCC>[N:17]([CH:1]1[CH:5]([OH:6])[CH2:4][N:3]([C:7]([O:9][CH2:10][C:11]2[CH:16]=[CH:15][CH:14]=[CH:13][CH:12]=2)=[O:8])[CH2:2]1)=[N+:18]=[N-:19] |f:1.2|. Reported procedure: To a stirred mixture of benzyl 6-oxa-3-azabicyclo[3.1.0]hexane-3-carboxylate (5.2 g, 23.72 mmol) (Method 197) in DMF (30 mL) was added sodium azide (2.313 g, 35.58 mmol) in a mixture of acetone (20.00 mL) and water (10.00 mL). The resulting mixture was stirred at 80° C. for 24 h. The mixture was then diluted with water and ether, separated, and the organic layer was washed with brine, dried and conc. in vacuo. The resulting material was purified via silica gel chromatography (eluted with 15% to ... Starting materials: ketone, C(C1=CC=CC=C1)=O (benzaldehyde), carboxylic acid, C(C1=CC=CC=C1)O (benzyl alcohol). Run in CC(=O)C (acetone). Product: C(C)(=O)C1=CC=CC=C1 (acetophenone). RXN SMILES: [CH2:1]([OH:8])[C:2]1[CH:7]=[CH:6][CH:5]=[CH:4][CH:3]=1.[CH:9](=O)C1C=CC=CC=1>CC(C)=O>[C:1]([C:2]1[CH:7]=[CH:6][CH:5]=[CH:4][CH:3]=1)(=[O:8])[CH3:9]. Reported procedure: A method according to claim 1 wherein the ketone is acetone and the carboxylic acid precursor is selected from the group consisting of benzyl alcohol and benzaldehyde to yield acetophenone. Reactants: ClC1=CC=C2CC(NC2=C1)=O (6-chlorooxindole), ClCC(=O)Cl (chloroacetyl chloride), [Cl-].[Al+3].[Cl-].[Cl-] (aluminium chloride). Run in ClCCl (dichloromethane). Reaction conditions: temperature 75 celsius. The product is ClCC(=O)C=1C=C2CC(NC2=CC1Cl)=O (5-(2-chloro acetyl)-6-chloro oxindole). The yield is 68.0%. RXN SMILES: [Cl:1][C:2]1[CH:10]=[C:9]2[C:5]([CH2:6][C:7](=[O:11])[NH:8]2)=[CH:4][CH:3]=1.[Cl:12][CH2:13][C:14](Cl)=[O:15].[Cl-].[Al+3].[Cl-].[Cl-]>ClCCl>[Cl:12][CH2:13][C:14]([C:3]1[CH:4]=[C:5]2[C:9](=[CH:10][C:2]=1[Cl:1])[NH:8][C:7](=[O:11])[CH2:6]2)=[O:15] |f:2.3.4.5|. Procedure: A mixture of 750 ml of dichloromethane, 150 g of 6-chlorooxindole, 161.6 g of chloroacetyl chloride and 477.2 g of aluminium chloride was refluxed for 9.5 hours. The reaction mass was quenched into a mixture of crushed ice and 135 ml of hydrochloric acid. The formed solid was filtered, and the wet compound was washed with water. The wet compound was dissolved in 3525 ml acetic acid by heating to 70 to 80° C., then carbon was added and the mixture was stirred briefly at the same temperature, and ... Reaction SMILES: [CH:1]([Mg]Cl)([CH3:3])[CH3:2].[C:6]1([CH2:12][C:13]([CH2:15][C:16]2[CH:21]=[CH:20][CH:19]=[CH:18][CH:17]=2)=[O:14])[CH:11]=[CH:10][CH:9]=[CH:8][CH:7]=1>>[CH2:15]([C:13]([OH:14])([CH:1]([CH3:3])[CH3:2])[CH2:12][C:6]1[CH:7]=[CH:8][CH:9]=[CH:10][CH:11]=1)[C:16]1[CH:17]=[CH:18][CH:19]=[CH:20][CH:21]=1. Reactants: C(C)(C)[Mg]Cl (i-PrMgCl), C1(=CC=CC=C1)CC(=O)CC1=CC=CC=C1 (1,3-diphenylacetone), LaCl3. Product: C(C1=CC=CC=C1)C(CC1=CC=CC=C1)(C(C)C)O (2-benzyl-3-methyl-1-phenyl-butan-2-ol). Procedure details: According to Example 2, i-PrMgCl (1.10 mL; 1.10 mmol; 1.10 equiv) was reacted with 1,3-diphenylacetone (210 mg; 1.00 mmol) in the presence of LaCl3.2LiCl (0.33 M; 3.0 mL, 1.00 mmol, 1.00 equiv), the conversion was complete after 5 min (GC monitoring). After workup and careful evaporation of the solvents under reduced pressure, the desired product was obtained as white solid, mp=52−53° C. (241 mg, 95%). The analytical data were found to be in accordance with the literature data. Conditions: time 5 minute.